Dataset: the Open Reaction Database (ORD), a public repository of structured organic reaction records. Task: describe an organic reaction: reactants, conditions, products, and yield Starting materials: C(C)(C)(C)[Si](OC(CCC(C(=O)N1C(OCC1C1=CC=CC=C1)=O)C(NC1=CC=C(C=C1)[N+](=O)[O-])C1=CC=C(C=C1)OC)C1=CC=CC=C1)(C)C (3-{5-(tert-Butyl-dimethyl-silanyloxy)-2-[(4-methoxy-phenyl)-(4-nitro-phenylamino)-methyl]-5-phenyl-pentanoyl}-4-phenyl-oxazolidin-2-on), C[Si](C)(C)C(C(=O)N)[Si](C)(C)C (bistrimethylsilylacetamid), [F-].C(CCC)[N+](CCCC)(CCCC)CCCC (Tetrabutylammoniumfluorid), C(C)(C)(C)OC (tert-butylmethylether). The solvent is C(C)(=O)O (acetic acid). The product is C(C)(C)(C)[Si](OC(CCC1C(N(C1C1=CC(=CC=C1)OC)C1=CC=C(C=C1)[N+](=O)[O-])=O)C1=CC=CC=C1)(C)C (3-[3-(tert-Butyl-dimethyl-silanyloxy)-3-phenyl-propyl]-4-(3-methoxy-phenyl)-1-(4-nitro-phenyl)-azetidin-2-on). The yield is 70.0%. As a reaction SMILES: [C:1]([Si:5]([CH3:51])([CH3:50])[O:6][CH:7]([C:44]1[CH:49]=[CH:48][CH:47]=[CH:46][CH:45]=1)[CH2:8][CH2:9][CH:10]([CH:25]([C:36]1[CH:41]=[CH:40][C:39](OC)=[CH:38][CH:37]=1)[NH:26][C:27]1[CH:32]=[CH:31][C:30]([N+:33]([O-:35])=[O:34])=[CH:29][CH:28]=1)[C:11](N1C(C2C=CC=CC=2)COC1=O)=[O:12])([CH3:4])([CH3:3])[CH3:2].C[Si](C([Si](C)(C)C)[C:57](N)=[O:58])(C)C.[F-].C([N+](CCCC)(CCCC)CCCC)CCC.C(OC)(C)(C)C>C(O)(=O)C>[C:1]([Si:5]([CH3:51])([CH3:50])[O:6][CH:7]([C:44]1[CH:45]=[CH:46][CH:47]=[CH:48][CH:49]=1)[CH2:8][CH2:9][CH:10]1[CH:25]([C:36]2[CH:37]=[CH:38][CH:39]=[C:40]([O:58][CH3:57])[CH:41]=2)[N:26]([C:27]2[CH:32]=[CH:31][C:30]([N+:33]([O-:35])=[O:34])=[CH:29][CH:28]=2)[C:11]1=[O:12])([CH3:2])([CH3:3])[CH3:4] |f:2.3|. Procedure: A mixture comprising 6.1 g (8.6 mmol) of product 3, 7.3 ml of bistrimethylsilylacetamid, 0.5 g of Tetrabutylammoniumfluorid and 100 ml of tert-butylmethylether is stirred under a argon atmosphere for 10 h at room temperature. After finishing of the reaction 5 ml of acetic acid are added slowly by cooling with ice and evaporated. The residue is separated by chromatography on silica gel (ethylacetate/heptane=1/2). 3.3 g (70%) of product 4 is obtained in form of a light yellow compound in solid for...